This data is from the Open Reaction Database (ORD), a public repository of structured organic reaction records. The task is: describe an organic reaction: reactants, conditions, products, and yield Starting materials: COc1ccc2c(Nc3cc(C)n[nH]3)nc(Sc3ccc(NC(C)=O)cc3)nc2c1, CS(C)=O. The product is CC(=O)Nc1ccc(Sc2nc(Nc3cc(C)n[nH]3)c3ccc(O)cc3n2)cc1. As a reaction SMILES: [C:1]([CH3:2])(=[O:3])[NH:4][c:5]1[cH:6][cH:7][c:8]([S:11][c:12]2[n:13][c:14]3[cH:15][c:16]([O:29][CH3:30])[cH:17][cH:18][c:19]3[c:20]([NH:22][c:23]3[nH:24][n:25][c:26]([CH3:28])[cH:27]3)[n:21]2)[cH:9][cH:10]1.[CH3:31][S:32]([CH3:33])=[O:34]>>[C:1]([CH3:2])(=[O:3])[NH:4][c:5]1[cH:6][cH:7][c:8]([S:11][c:12]2[n:13][c:14]3[cH:15][c:16]([OH:29])[cH:17][cH:18][c:19]3[c:20]([NH:22][c:23]3[nH:24][n:25][c:26]([CH3:28])[cH:27]3)[n:21]2)[cH:9][cH:10]1. Starting materials: CN(C)C=O, Clc1cc2nc(-c3cccc4c3OCCN4)[nH]c2cc1Cl, ClCCN1CCOCC1, [I-], [K+], [K+], [K+], O=C([O-])[O-]. Yields the product Clc1cc2nc(-c3cccc4c3OCCN4CCN3CCOCC3)[nH]c2cc1Cl. RXN SMILES: [CH3:39][N:40]([CH3:41])[CH:42]=[O:43].[Cl:1][c:2]1[cH:3][c:4]2[c:5]([nH:6][c:7](-[c:9]3[cH:10][cH:11][cH:12][c:13]4[c:14]3[O:15][CH2:16][CH2:17][NH:18]4)[n:8]2)[cH:19][c:20]1[Cl:21].[Cl:22][CH2:23][CH2:24][N:25]1[CH2:26][CH2:27][O:28][CH2:29][CH2:30]1.[I-:32].[K+:31].[K+:33].[K+:34].[O-:35][C:36]([O-:37])=[O:38]>>[Cl:1][c:2]1[cH:3][c:4]2[c:5]([nH:6][c:7](-[c:9]3[cH:10][cH:11][cH:12][c:13]4[c:14]3[O:15][CH2:16][CH2:17][N:18]4[CH2:23][CH2:24][N:25]3[CH2:26][CH2:27][O:28][CH2:29][CH2:30]3)[n:8]2)[cH:19][c:20]1[Cl:21]. Reactants: O (water), [H-].[Na+] (sodium hydride), C(#N)CP(OCC)(OCC)=O (diethyl cyanomethylphosphonate), C(CCC)N(C1=CC(=C(C=C1)C=CC=O)OC)CCCC (3-(4-dibutylamino-2-methoxyphenyl)propenal). Solvent: O1CCCC1 (tetrahydrofuran), O1CCCC1 (tetrahydrofuran). Run at time 20 minute. The product is C(CCC)N(C1=CC(=C(C=C1)C=CC=CC#N)OC)CCCC (5-(4-dibutylamino-2-methoxyphenyl)-2,4-pentadienenitrile). Yield: 91.2%. As a reaction SMILES: [H-].[Na+].[C:3]([CH2:5]P(=O)(OCC)OCC)#[N:4].[CH2:14]([N:18]([CH2:31][CH2:32][CH2:33][CH3:34])[C:19]1[CH:24]=[CH:23][C:22]([CH:25]=[CH:26][CH:27]=O)=[C:21]([O:29][CH3:30])[CH:20]=1)[CH2:15][CH2:16][CH3:17].O>O1CCCC1>[CH2:14]([N:18]([CH2:31][CH2:32][CH2:33][CH3:34])[C:19]1[CH:24]=[CH:23][C:22]([CH:25]=[CH:26][CH:27]=[CH:5][C:3]#[N:4])=[C:21]([O:29][CH3:30])[CH:20]=1)[CH2:15][CH2:16][CH3:17] |f:0.1|. Procedure: To 200 mg (8.3 mmol) of sodium hydride, 14 ml of tetrahydrofuran was added. To this mixture, 1.47 g (8.3 mmol) of diethyl cyanomethylphosphonate was added dropwise under ice cooling, and the mixture was stirred for 20 minutes. Next, 1.02 g (3.52 mmol) of 3-(4-dibutylamino-2-methoxyphenyl)propenal in tetrahydrofuran was added dropwise. After stirred for 30 minutes, the reaction mixture was poured into 100 ml of water and subjected to extraction with ethyl acetate. The extract was washed with a sa... Starting materials: Cc1cccc(Sc2ccc(C)cc2[N+](=O)[O-])c1, Cl[Sn]Cl. Yields the product Cc1cccc(Sc2ccc(C)cc2N)c1. RXN SMILES: [CH3:1][c:2]1[cH:3][c:4]([N+:16]([O-:17])=[O:18])[c:5]([S:8][c:9]2[cH:10][c:11]([CH3:15])[cH:12][cH:13][cH:14]2)[cH:6][cH:7]1.[Sn:19]([Cl:20])[Cl:21]>>[CH3:1][c:2]1[cH:3][c:4]([NH2:16])[c:5]([S:8][c:9]2[cH:10][c:11]([CH3:15])[cH:12][cH:13][cH:14]2)[cH:6][cH:7]1. Starting materials: CN(C1=NC(=CC=C1)N)C1CCN(CC1)C (N-methyl-N-(1-methyl-piperidin-4-yl)-pyridine-2,6-diamine), ClC1=C(C(=O)Cl)C(=CC=C1)F (2-chloro-6-fluorobenzoyl chloride). Run in O1CCOCC1 (1,4-dioxane). Yields the product Cl.ClC1=C(C(=O)NC2=NC(=CC=C2)N(C2CCN(CC2)C)C)C(=CC=C1)F (2-Chloro-6-fluoro-N-(6-(methyl-(1-methyl-piperidin-4-yl)-amino)-pyridin-2-yl)-benzamide hydrochloride). Yield: 150.3%. RXN SMILES: [CH3:1][N:2]([CH:10]1[CH2:15][CH2:14][N:13]([CH3:16])[CH2:12][CH2:11]1)[C:3]1[CH:8]=[CH:7][CH:6]=[C:5]([NH2:9])[N:4]=1.[Cl:17][C:18]1[CH:26]=[CH:25][CH:24]=[C:23]([F:27])[C:19]=1[C:20](Cl)=[O:21]>O1CCOCC1>[ClH:17].[Cl:17][C:18]1[CH:26]=[CH:25][CH:24]=[C:23]([F:27])[C:19]=1[C:20]([NH:9][C:5]1[CH:6]=[CH:7][CH:8]=[C:3]([N:2]([CH3:1])[CH:10]2[CH2:15][CH2:14][N:13]([CH3:16])[CH2:12][CH2:11]2)[N:4]=1)=[O:21] |f:3.4|. Procedure details: Prepare according to procedure in Example 66 starting with N-methyl-N-(1-methyl-piperidin-4-yl)-pyridine-2,6-diamine (Preparation 34) (200 mg, 0.907 mmol), 2-chloro-6-fluorobenzoyl chloride (179 mg, 0.998 mmol), and 1,4-dioxane (10 mL) to yield 310 mg (83%) of the title compound: mass spectrum (ion spray): m/z=377.2 (M+1); Analysis calc'd for C19H23N4OCl2F.0.5H2O: C, 54.03; H, 5.73; N, 13.27. Found: C, 53.71; H, 5.71; N, 13.45. mp 283–6° C.